From a dataset of the Open Reaction Database (ORD), a public repository of structured organic reaction records. describe an organic reaction: reactants, conditions, products, and yield Reactants: CC(C)(C)[Si](C)(C)N1C(=O)CC1CC(O)CC(=O)OCc1ccccc1, CCO. The product is CC(C)(C)[Si](C)(C)N1C(=O)CC1CC(O)CC(=O)O. RXN SMILES: [C:1]([CH3:2])([CH3:3])([CH3:4])[Si:5]([N:6]1[C:7](=[O:24])[CH2:8][CH:9]1[CH2:10][CH:11]([CH2:12][C:13](=[O:14])[O:15][CH2:16][c:17]1[cH:18][cH:19][cH:20][cH:21][cH:22]1)[OH:23])([CH3:25])[CH3:26].[CH3:27][CH2:28][OH:29]>>[C:1]([CH3:2])([CH3:3])([CH3:4])[Si:5]([N:6]1[C:7](=[O:24])[CH2:8][CH:9]1[CH2:10][CH:11]([CH2:12][C:13](=[O:14])[OH:15])[OH:23])([CH3:25])[CH3:26].